This data is from the Open Reaction Database (ORD), a public repository of structured organic reaction records. The task is: describe an organic reaction: reactants, conditions, products, and yield The reactants are FC=1C=C(C=CC1)C1=NCCC2=CC=CC=C12 (1-(3-fluorophenyl)-3,4-dihydroisoquinoline). The reagents and catalysts are [Mn] (manganese). Run in ClC1=C(C=CC=C1)Cl (o-dichlorobenzene). Conditions: temperature 165 celsius, time 16 hour. Product: FC=1C=C(C=CC1)C1=NC=CC2=CC=CC=C12 (1-(3-Fluorophenyl)isoquinoline). The yield is 100.2%. Reaction SMILES: [F:1][C:2]1[CH:3]=[C:4]([C:8]2[C:17]3[C:12](=[CH:13][CH:14]=[CH:15][CH:16]=3)[CH2:11][CH2:10][N:9]=2)[CH:5]=[CH:6][CH:7]=1>ClC1C=CC=CC=1Cl.[Mn]>[F:1][C:2]1[CH:3]=[C:4]([C:8]2[C:17]3[C:12](=[CH:13][CH:14]=[CH:15][CH:16]=3)[CH:11]=[CH:10][N:9]=2)[CH:5]=[CH:6][CH:7]=1. Procedure details: 266.41 g (1.183 mol) of 1-(3-fluorophenyl)-3,4-dihydroisoquinoline were dissolved in 1500 ml of o-dichlorobenzene and admixed with 901.2 g (10.37 mol, 8.7 eq.) of manganese. The mixture was stirred at 160-170° C. for 16 h. Subsequently, the reaction solution was filtered through Celite which was rinsed with dichloromethane/ethanol (25:1). Subsequently, the solvent was distilled off under reduced pressure. 264.74 g of a crystalline solid with 99% purity were obtained, corresponding to 99% of theo...